From a dataset of the Open Reaction Database (ORD), a public repository of structured organic reaction records. describe an organic reaction: reactants, conditions, products, and yield Reactants: 2D, C(#N)C=1C=C(C=CC1)NC(=O)OCCC1=C(C=C(C=C1CC)B(O)O)CC (4-(2-(3-cyanophenylcarbamoyloxy)ethyl)-3,5-diethylphenylboronic acid), NC=1C=C(C(=O)N)C=CC1 (3-aminobenzamide), O.C(C=O)(=O)O (glyoxylic acid monohydrate). Product: C(N)(=O)C=1C=C(C=CC1)NC(C(=O)O)C1=CC(=C(C(=C1)CC)CCOC(NC1=CC(=CC=C1)C#N)=O)CC (2-(3-carbamoylphenylamino)-2-(4-(2-(3-cyanophenylcarbamoyloxy)ethyl)-3,5-diethylphenyl)acetic acid). Isolated yield 70.0%. Reaction SMILES: [C:1]([C:3]1[CH:4]=[C:5]([NH:9][C:10]([O:12][CH2:13][CH2:14][C:15]2[C:20]([CH2:21][CH3:22])=[CH:19][C:18](B(O)O)=[CH:17][C:16]=2[CH2:26][CH3:27])=[O:11])[CH:6]=[CH:7][CH:8]=1)#[N:2].[NH2:28][C:29]1[CH:30]=[C:31]([CH:35]=[CH:36][CH:37]=1)[C:32]([NH2:34])=[O:33].O.[C:39]([OH:43])(=[O:42])[CH:40]=O>>[C:32]([C:31]1[CH:30]=[C:29]([NH:28][CH:40]([C:18]2[CH:19]=[C:20]([CH2:21][CH3:22])[C:15]([CH2:14][CH2:13][O:12][C:10](=[O:11])[NH:9][C:5]3[CH:6]=[CH:7][CH:8]=[C:3]([C:1]#[N:2])[CH:4]=3)=[C:16]([CH2:26][CH3:27])[CH:17]=2)[C:39]([OH:43])=[O:42])[CH:37]=[CH:36][CH:35]=1)(=[O:33])[NH2:34] |f:2.3|. Procedure details: Using a procedure analogous to that used to prepare 2D, 37E (80 mg, 0.22 mmol) was reacted with 3-aminobenzamide and glyoxylic acid monohydrate to afford 37F (81 mg, 70%) as a yellow oil. MS (ESI) m/z 515.21 (M+H)+. Reactants: C(C)(=O)N1[C@H](C[C@H](C2=CC(=CC=C12)C(=O)O)NC1=CC=C(C=C1)N1CCOCC1)C ((2S,4R)-1-acetyl-2-methyl-4-[(4-morpholinophenyl)amino]-1,2,3,4-tetrahydroquinoline-6-carboxylic acid), N (ammonia). The product is C(C)(=O)N1[C@H](C[C@H](C2=CC(=CC=C12)C(=O)N)NC1=CC=C(C=C1)N1CCOCC1)C ((2S,4R)-1-acetyl-2-methyl-4-[(4-morpholinophenyl)amino]-1,2,3,4-tetrahydroquinoline-6-carboxamide). The yield is 100.0%. Reaction SMILES: [C:1]([N:4]1[C:13]2[C:8](=[CH:9][C:10]([C:14](O)=[O:15])=[CH:11][CH:12]=2)[C@H:7]([NH:17][C:18]2[CH:23]=[CH:22][C:21]([N:24]3[CH2:29][CH2:28][O:27][CH2:26][CH2:25]3)=[CH:20][CH:19]=2)[CH2:6][C@@H:5]1[CH3:30])(=[O:3])[CH3:2].[NH3:31]>>[C:1]([N:4]1[C:13]2[C:8](=[CH:9][C:10]([C:14]([NH2:31])=[O:15])=[CH:11][CH:12]=2)[C@H:7]([NH:17][C:18]2[CH:23]=[CH:22][C:21]([N:24]3[CH2:29][CH2:28][O:27][CH2:26][CH2:25]3)=[CH:20][CH:19]=2)[CH2:6][C@@H:5]1[CH3:30])(=[O:3])[CH3:2]. Procedure details: [Step 1] Reactions and treatments were carried out in the same manner as in Example 118, using 122.8 mg of (2S,4R)-1-acetyl-2-methyl-4-[(4-morpholinophenyl)amino]-1,2,3,4-tetrahydroquinoline-6-carboxylic acid instead of (2S,4R)-1-acetyl-2-methyl-4-(4-morpholinophenoxy)-1,2,3,4-tetrahydroquinoline-6-carboxylic acid, and using aqueous ammonia instead of monomethylamine. Thus, 140.4 mg (100%) of (2S,4R)-1-acetyl-2-methyl-4-[(4-morpholinophenyl)amino]-1,2,3,4-tetrahydroquinoline-6-carboxamide was ob... Starting materials: C[C@@]12C(OC[C@H]1[C@@H]1CCC3=CC(CC[C@]3(C)[C@H]1CC2)=O)=O (16-oxaandrost-4-ene-3,17-dione), ClC=1C(C(=C(C(C1Cl)=O)Cl)Cl)=O (2,3,5,6-tetrachloro-1,4-benzoquinone). Solvent: C(C)(C)(C)O (t-butanol). Product: C[C@@]12C(OC[C@H]1[C@@H]1C=CC3=CC(CC[C@]3(C)[C@H]1CC2)=O)=O (16-oxaandrosta-4,6-diene-3,17-dione). Yield: 53.4%. Reaction SMILES: [CH3:1][C@:2]12[CH2:19][CH2:18][C@H:17]3[C@@H:7]([CH2:8][CH2:9][C:10]4[C@:15]3([CH3:16])[CH2:14][CH2:13][C:12](=[O:20])[CH:11]=4)[C@@H:6]1[CH2:5][O:4][C:3]2=[O:21].ClC1C(=O)C(Cl)=C(Cl)C(=O)C=1Cl>C(O)(C)(C)C>[CH3:1][C@:2]12[CH2:19][CH2:18][C@H:17]3[C@@H:7]([CH:8]=[CH:9][C:10]4[C@:15]3([CH3:16])[CH2:14][CH2:13][C:12](=[O:20])[CH:11]=4)[C@@H:6]1[CH2:5][O:4][C:3]2=[O:21]. Procedure details: 415 mg of 16-oxaandrost-4-ene-3,17-dione, 768 mg of 2,3,5,6-tetrachloro-1,4-benzoquinone and 30 ml of t-butanol were refluxed overnight. The insoluble matters were removed from the reaction mixture, the solvent was distilled out, water was added to the residue, and the mixture was extracted with ethyl acetate. The organic layer was washed with 5% aqueous sodium bicarbonate solution, water and saturated saline, and then dried over anhydrous magnesium sulfate. The solvent was distilled out, and th... Starting materials: O (water), C(C1=CC=CC=C1)(=O)NC(C(=O)O)CC=1N=CNC1 (2-(benzoylamino)-3-(imidazol-4-yl)propanoic acid), O (water), C1(=CC=C(C=C1)S(=O)(=O)O)C (p-toluenesulfonic acid), O (H2O). Run in C(C#C)O (propargyl alcohol), C1=CC=CC=C1 (benzene). The product is C(C1=CC=CC=C1)(=O)NC(C(=O)OCC#C)CC=1N=CNC1 (Propargyl 2-(benzoylamino)-3-(imidazol-4-yl)propionate). Reaction SMILES: [C:1]([NH:9][CH:10]([CH2:14][C:15]1[N:16]=[CH:17][NH:18][CH:19]=1)[C:11]([OH:13])=[O:12])(=[O:8])[C:2]1[CH:7]=[CH:6][CH:5]=[CH:4][CH:3]=1.[C:20]1(C)[CH:25]=CC(S(O)(=O)=O)=C[CH:21]=1.O>C1C=CC=CC=1.C(O)C#C>[C:1]([NH:9][CH:10]([CH2:14][C:15]1[N:16]=[CH:17][NH:18][CH:19]=1)[C:11]([O:13][CH2:25][C:20]#[CH:21])=[O:12])(=[O:8])[C:2]1[CH:3]=[CH:4][CH:5]=[CH:6][CH:7]=1. Reported procedure: 5 gm of 2-(benzoylamino)-3-(imidazol-4-yl)propanoic acid in 100 ml of benzene, 5 ml of propargyl alcohol, and 5.22 gm of p-toluenesulfonic acid.H2O was heated at reflux with the azeotropic removal of water by means of a Dean-Stark apparatus. After approximately 2 days of refluxing and the stoichiometric amount of water was produced, the reaction mixture was cooled, and a precipitate, the p-toluenesulfonic acid salt of the title compound was filtered out. The salt was taken up in water, the pH ad... Run in C(C)OCCO (2-ethoxyethanol). Conditions: temperature 90 celsius. The reactants are OC1=C(C=C(C(=C1)O)CCCCCC)C1=NC(=NC(=N1)C1=C(C=C(C(=C1)CCCCCC)O)O)C1=CC=CC=C1 (2,4-Bis(2,4-dihydroxy-5-hexylphenyl)-6-phenyl-s-triazine), [OH-].[K+] (potassium hydroxide), BrCCCCCC (1-bromohexane). As a reaction SMILES: [OH:1][C:2]1[CH:7]=[C:6]([OH:8])[C:5]([CH2:9][CH2:10][CH2:11][CH2:12][CH2:13][CH3:14])=[CH:4][C:3]=1[C:15]1[N:20]=[C:19]([C:21]2[CH:26]=[C:25]([CH2:27][CH2:28][CH2:29][CH2:30][CH2:31][CH3:32])[C:24]([OH:33])=[CH:23][C:22]=2[OH:34])[N:18]=[C:17]([C:35]2[CH:40]=[CH:39][CH:38]=[CH:37][CH:36]=2)[N:16]=1.[OH-].[K+].Br[CH2:44][CH2:45][CH2:46][CH2:47][CH2:48][CH3:49]>C(OCCO)C>[CH2:27]([C:25]1[C:24]([O:33][CH2:6][CH2:7][CH2:2][CH2:3][CH2:4][CH3:5])=[CH:23][C:22]([OH:34])=[C:21]([C:19]2[N:20]=[C:15]([C:3]3[CH:4]=[C:5]([CH2:9][CH2:10][CH2:11][CH2:12][CH2:13][CH3:14])[C:6]([O:8][CH2:44][CH2:45][CH2:46][CH2:47][CH2:48][CH3:49])=[CH:7][C:2]=3[OH:1])[N:16]=[C:17]([C:35]3[CH:36]=[CH:37][CH:38]=[CH:39][CH:40]=3)[N:18]=2)[CH:26]=1)[CH2:28][CH2:29][CH2:30][CH2:31][CH3:32] |f:1.2|. The product is C(CCCCC)C=1C(=CC(=C(C1)C1=NC(=NC(=N1)C1=C(C=C(C(=C1)CCCCCC)OCCCCCC)O)C1=CC=CC=C1)O)OCCCCCC (2,4-Bis(5-hexyl-4-hexyloxy-2-hydroxyphenyl)-6-phenyl-s-triazine), solid. Procedure: To a 350 mL sulfonation flask equipped with a mechanical stirrer, condenser, dropping funnel and a nitrogen atmosphere are charged 16.2 g (30 mmol) of the product of Example 62, 3.7 g (66 mmol) of powdered potassium hydroxide and 100 mL of 2-ethoxyethanol. To the resulting red solution are then added 10.9 g (66 mmol) of 1-bromohexane are added dropwise over 30 minutes. The mixture is heated to 90° C. for 20 hours and filtered hot. The filtrate is warmed to 100° C. and 1 mL of acetic acid is adde... Yields the product N.CCO (NH3 EtOH), C(C)OC(CN(C1CC1)C(CCCC1=C2CCCNC2=NC=C1)=O)=O (4-(1,2,3,4-Tetrahydro-1,8-naphthyridin-5-yl)butanoyl-N-(cyclo-propyl)glycine ethyl ester). As a reaction SMILES: [CH2:1]([O:3][C:4](=[O:25])[CH2:5][N:6]([C:10](=[O:24])[CH2:11][CH2:12][CH2:13][C:14]1[C:23]2[C:18](=[N:19][CH:20]=[CH:21][CH:22]=2)[N:17]=[CH:16][CH:15]=1)[CH:7]1[CH2:9][CH2:8]1)[CH3:2]>[Pd].CCO>[NH3:6].[CH3:2][CH2:1][OH:3].[CH2:1]([O:3][C:4](=[O:25])[CH2:5][N:6]([C:10](=[O:24])[CH2:11][CH2:12][CH2:13][C:14]1[CH:15]=[CH:16][N:17]=[C:18]2[C:23]=1[CH2:22][CH2:21][CH2:20][NH:19]2)[CH:7]1[CH2:9][CH2:8]1)[CH3:2] |f:3.4|. The reactants are C(C)OC(CN(C1CC1)C(CCCC1=CC=NC2=NC=CC=C12)=O)=O (4-(1,8-Naphthyridin-4-yl)butanoyl-N-(cyclopropyl)glycine ethyl ester). Procedure details: A mixture of ester 23-4 (600 mg, 1.75 mmol), 10% Pd/C (300 mg) and EtOH (30 ml) was stirred under hydrogen atmosphere (1 atm) at ambient temperature for 20 h. The catalyst was removed by filtration through celite and then the filtrate was concentrated. Flash chromatography (silica, 50%/EtOAc/sat. NH3 -EtOH) gave ester 23-5 as a colorless oil. Reaction conditions: time 20 hour. The reagents and catalysts are [Pd] (Pd/C). The solvent is CCO (EtOH).